Dataset: the Open Reaction Database (ORD), a public repository of structured organic reaction records. Task: describe an organic reaction: reactants, conditions, products, and yield Starting materials: NCCC1=C(C=C(C=C1N)[N+](=O)[O-])S(=O)(=O)CCC(=O)O (3-[2-(2-aminoethyl)-amino-5-nitrophenylsulphonyl]-propionic acid), [H][H] (hydrogen), [H][H] (hydrogen). The reagents and catalysts are [Ni] (nickel). Run in O (water), C(C)O (ethanol). Reaction conditions: temperature 60 celsius. Product: NC=1C=C(C(=C(C1)S(=O)(=O)CCC(=O)O)CCN)N (3-[5-amino-2-(2-aminoethyl)-aminophenylsulphonyl]-propionic acid). Reaction SMILES: [NH2:1][CH2:2][CH2:3][C:4]1[C:9]([NH2:10])=[CH:8][C:7]([N+:11]([O-])=O)=[CH:6][C:5]=1[S:14]([CH2:17][CH2:18][C:19]([OH:21])=[O:20])(=[O:16])=[O:15].[H][H]>O.C(O)C.[Ni]>[NH2:11][C:7]1[CH:8]=[C:9]([NH2:10])[C:4]([CH2:3][CH2:2][NH2:1])=[C:5]([S:14]([CH2:17][CH2:18][C:19]([OH:21])=[O:20])(=[O:16])=[O:15])[CH:6]=1. Reported procedure: 27.0 g of 3-[2-(2-aminoethyl)-amino-5-nitrophenylsulphonyl]-propionic acid are suspended in 150 ml of water and 150 ml of ethanol. In an autoclave 1 g of nickel is added to the suspension, 60-70 bar of hydrogen are injected, and the temperature is raised to 60° C. Stirring is continued for some time until no further hydrogen is absorbed. After letting down, the resultant solution is clarified at 70° C. with 1 g of activated charcoal, the clarification residue is washed with 20 ml of hot water, a... The reactants are C1(=CC=CC=C1)P(C1=CC=CC=C1)C1=CC=CC=C1 (triphenylphosphine), ClCC=1C(=NC(=CC1)C)C (3-(chloromethyl)-2,6-dimethylpyridine). The solvent is CC#N (CH3CN). Yields the product [Cl-].CC1=NC(=CC=C1C[P+](C1=CC=CC=C1)(C1=CC=CC=C1)C1=CC=CC=C1)C (((2,6-Dimethylpyridin-3-yl)methyl)(triphenyl)phosphonium chloride). Yield: 78.9%. As a reaction SMILES: [C:1]1([P:7]([C:14]2[CH:19]=[CH:18][CH:17]=[CH:16][CH:15]=2)[C:8]2[CH:13]=[CH:12][CH:11]=[CH:10][CH:9]=2)[CH:6]=[CH:5][CH:4]=[CH:3][CH:2]=1.[Cl:20][CH2:21][C:22]1[C:23]([CH3:29])=[N:24][C:25]([CH3:28])=[CH:26][CH:27]=1>CC#N>[Cl-:20].[CH3:29][C:23]1[C:22]([CH2:21][P+:7]([C:1]2[CH:2]=[CH:3][CH:4]=[CH:5][CH:6]=2)([C:8]2[CH:13]=[CH:12][CH:11]=[CH:10][CH:9]=2)[C:14]2[CH:15]=[CH:16][CH:17]=[CH:18][CH:19]=2)=[CH:27][CH:26]=[C:25]([CH3:28])[N:24]=1 |f:3.4|. Reported procedure: A mixture of triphenylphosphine (885 mg), 3-(chloromethyl)-2,6-dimethylpyridine (500 mg) and CH3CN (20 mL) was refluxed for 24 h. The mixture was concentrated in vacuo. The residual solid was washed with IPE to give the title compound (1060 mg). Run in C1(=CC=CC=C1)C (toluene). Yields the product COC(C1=CC(=C(C=C1)NC(=O)N(CCOC)C=1N(N=C2C=CC=CC12)C1=CC=C(C=C1)Cl)Cl)=O (3-Chloro-4-[3-[2-(4-chloro-phenyl)-2H-indazol-3-yl]-3-(2-methoxy-ethyl)-ureido]-benzoic acid methyl ester). The reactants are ClC1=CC=C(C=C1)N1N=C2C=CC=CC2=C1NCCOC ([2-(4-chloro-phenyl)-2H-indazol-3-yl]-(2-methoxy-ethyl)-amine), COC(C1=CC(=C(C=C1)N=C=O)Cl)=O (3-chloro-4-isocyanato-benzoic acid methyl ester). As a reaction SMILES: [Cl:1][C:2]1[CH:7]=[CH:6][C:5]([N:8]2[C:16]([NH:17][CH2:18][CH2:19][O:20][CH3:21])=[C:15]3[C:10]([CH:11]=[CH:12][CH:13]=[CH:14]3)=[N:9]2)=[CH:4][CH:3]=1.[CH3:22][O:23][C:24](=[O:35])[C:25]1[CH:30]=[CH:29][C:28]([N:31]=[C:32]=[O:33])=[C:27]([Cl:34])[CH:26]=1>C1(C)C=CC=CC=1>[CH3:22][O:23][C:24](=[O:35])[C:25]1[CH:30]=[CH:29][C:28]([NH:31][C:32]([N:17]([C:16]2[N:8]([C:5]3[CH:6]=[CH:7][C:2]([Cl:1])=[CH:3][CH:4]=3)[N:9]=[C:10]3[C:15]=2[CH:14]=[CH:13][CH:12]=[CH:11]3)[CH2:18][CH2:19][O:20][CH3:21])=[O:33])=[C:27]([Cl:34])[CH:26]=1. Procedure: In analogy to the procedure described in example 1.2, [2-(4-chloro-phenyl)-2H-indazol-3-yl]-(2-methoxy-ethyl)-amine (example 17.1) was reacted with 3-chloro-4-isocyanato-benzoic acid methyl ester (example 9.1) in toluene for 7 d under reflux conditions to give the title compound as yellow foam. MS: m/e=513.0 [M+H+]. Starting materials: [BH4-], CN(Cc1cc(C=O)ccc1Oc1ccc(Cl)c(Cl)c1)C(=O)OC(C)(C)C, CO, [Na+], [Na+], [OH-]. Product: CN(Cc1cc(CO)ccc1Oc1ccc(Cl)c(Cl)c1)C(=O)OC(C)(C)C. Reaction SMILES: [BH4-:28].[C:1]([CH3:2])([CH3:3])([CH3:4])[O:5][C:6]([N:7]([CH3:8])[CH2:9][c:10]1[c:11]([O:18][c:19]2[cH:20][c:21]([Cl:26])[c:22]([Cl:25])[cH:23][cH:24]2)[cH:12][cH:13][c:14]([CH:16]=[O:17])[cH:15]1)=[O:27].[CH3:32][OH:33].[Na+:29].[Na+:31].[OH-:30]>>[C:1]([CH3:2])([CH3:3])([CH3:4])[O:5][C:6]([N:7]([CH3:8])[CH2:9][c:10]1[c:11]([O:18][c:19]2[cH:20][c:21]([Cl:26])[c:22]([Cl:25])[cH:23][cH:24]2)[cH:12][cH:13][c:14]([CH2:16][OH:17])[cH:15]1)=[O:27]. Reactants: [Li]CCCC, CN(C)C=O, CC(C)[N-]C(C)C, CC(C)NC(C)C, CCCS(=O)(=O)Nc1ccc(F)cc1F, [Li+], C1CCOC1, O. The product is CCCS(=O)(=O)Nc1ccc(F)c(C=O)c1F. As a reaction SMILES: [CH2:24]([Li:25])[CH2:26][CH2:27][CH3:28].[CH3:36][N:37]([CH:38]=[O:39])[CH3:40].[CH:16]([N-:17][CH:18]([CH3:19])[CH3:20])([CH3:21])[CH3:22].[CH:29]([NH:30][CH:31]([CH3:32])[CH3:33])([CH3:34])[CH3:35].[F:1][c:2]1[c:3]([NH:9][S:10](=[O:11])(=[O:12])[CH2:13][CH2:14][CH3:15])[cH:4][cH:5][c:6]([F:8])[cH:7]1.[Li+:23].[O:41]1[CH2:42][CH2:43][CH2:44][CH2:45]1.[OH2:46]>>[F:1][c:2]1[c:3]([NH:9][S:10](=[O:11])(=[O:12])[CH2:13][CH2:14][CH3:15])[cH:4][cH:5][c:6]([F:8])[c:7]1[CH:38]=[O:39]. Starting materials: C(#N)CC=1C=C(NC1)C(=O)OCC (Ethyl 4-(cyanomethyl)-1H-pyrrole-2-carboxylate), solution, N (NH3). Run in CO (MeOH), CO (MeOH), O=[Pt]=O (PtO2). Conditions: time 20 hour. Product: NCCC=1C=C(NC1)C(=O)OCC (Ethyl 4-(2-aminoethyl)-1H-pyrrole-2-carboxylate). RXN SMILES: [C:1]([CH2:3][C:4]1[CH:5]=[C:6]([C:9]([O:11][CH2:12][CH3:13])=[O:10])[NH:7][CH:8]=1)#[N:2].N>CO.O=[Pt]=O>[NH2:2][CH2:1][CH2:3][C:4]1[CH:5]=[C:6]([C:9]([O:11][CH2:12][CH3:13])=[O:10])[NH:7][CH:8]=1. Procedure details: To a solution of the product obtained in Step F (7.45 g) in MeOH (1.5 L) there are added 223 ml of a 1.4N solution of NH3 in MeOH and PtO2 (5.2 g). The reaction mixture is placed under an atmosphere of hydrogen and is then stirred for 20 hours at ambient temperature. After filtration and evaporation to dryness, the residue obtained is purified on silica gel (SiO2: gradient CH2Cl2/MeOH with the addition of 1.4N NH3 in the MeOH) to yield the title product which is used directly in the next Step. Starting materials: COC(C1=CC(=CC=C1)NC(CN1C(N(C2=C(C(=N1)C1CCCCC1)C=CC=C2)CC(C(C)(C)C)=O)=O)=O)=O (3-{2-[5-Cyclohexyl-1-(3,3-dimethyl-2-oxo-butyl)-2-oxo-1,2-dihydro-3H-1,3,4-benzotriazepin-3-yl]-acetylamino}-benzoic acid methyl ester), C1(CCCC1)C1=NN(C(N(C2=C1C=CC=C2)CC(C(C)(C)C)=O)=O)CC(=O)O ([5-cyclopentyl-1-(3,3-dimethyl-2-oxo-butyl)-2-oxo-1,2-dihydro-3H-1,3,4-benzotriazepin-3-yl]-acetic acid), C(C)(C)(C)OC(N(C)C1=CC(=CC=C1)N)=O ((3-amino-phenyl)-methyl-carbamic acid tert-butyl ester), C1(CCCCC1)C1=NN(C(N(C2=C1C=CC=C2)CC(C(C)(C)C)=O)=O)CC(=O)O ([5-cyclohexyl-1-(3,3-dimethyl-2-oxo-butyl)-2-oxo-1,2-dihydro-3H-1,3,4-benzotriazepin-3-yl]-acetic acid), COC(C1=CC(=CC=C1)N)=O (3-amino-benzoic acid methyl ester). Yields the product C(C)(C)(C)OC(N(C)C1=CC(=CC=C1)NC(CN1C(N(C2=C(C(=N1)C1CCCCC1)C=CC=C2)CC(C(C)(C)C)=O)=O)=O)=O ((3-{2-[5-cyclohexyl-1-(3,3-dimethyl-2-oxo-butyl)-2-oxo-1,2-dihydro-3H-1,3,4-benzotriazepin-3-yl]-acetylamino}-phenyl)-methyl-carbamic acid tert-butyl ester). Reaction SMILES: COC(=O)[C:4]1[CH:9]=[CH:8][CH:7]=[C:6]([NH:10][C:11](=[O:38])[CH2:12][N:13]2[N:19]=[C:18]([CH:20]3[CH2:25][CH2:24][CH2:23][CH2:22][CH2:21]3)[C:17]3[CH:26]=[CH:27][CH:28]=[CH:29][C:16]=3[N:15]([CH2:30][C:31](=[O:36])[C:32]([CH3:35])([CH3:34])[CH3:33])[C:14]2=[O:37])[CH:5]=1.C1(C2C3C=CC=CC=3N(CC(=O)C(C)(C)C)C(=O)N(CC(O)=O)N=2)CCCC1.[C:68]([O:72][C:73](=[O:83])[N:74](C1C=CC=C(N)C=1)[CH3:75])([CH3:71])([CH3:70])[CH3:69].C1(C2C3C=CC=CC=3N(CC(=O)C(C)(C)C)C(=O)N(CC(O)=O)N=2)CCCCC1.COC(=O)C1C=CC=C(N)C=1>>[C:68]([O:72][C:73](=[O:83])[N:74]([C:4]1[CH:9]=[CH:8][CH:7]=[C:6]([NH:10][C:11](=[O:38])[CH2:12][N:13]2[N:19]=[C:18]([CH:17]3[CH2:16][CH2:29][CH2:28][CH2:27][CH2:26]3)[C:20]3[CH:21]=[CH:22][CH:23]=[CH:24][C:25]=3[N:15]([CH2:30][C:31](=[O:36])[C:32]([CH3:34])([CH3:35])[CH3:33])[C:14]2=[O:37])[CH:5]=1)[CH3:75])([CH3:71])([CH3:70])[CH3:69]. Procedure: The title compound was obtained by the method used in the preparation of 3-{2-[5-cyclohexyl-1-(3,3-dimethyl-2-oxo-butyl)-2-oxo-1,2-dihydro-3H-1,3,4-benzotriazepin-3-yl]-acetylamino}-benzoic acid methyl ester (Example 1), except that [5-cyclopentyl-1-(3,3-dimethyl-2-oxo-butyl)-2-oxo-1,2-dihydro-3H-1,3,4-benzotriazepin-3-yl]-acetic acid (Example 9, step a) and (3-amino-phenyl)-methyl-carbamic acid tert-butyl ester (Example 3, step c) were used in place of [5-cyclohexyl-1-(3,3-dimethyl-2-oxo-butyl)... The reactants are ClC1=NC(=NC(=C1)C(F)(F)F)C1=CC(=CC=C1)Cl (4-chloro-2-(3-chlorophenyl)-6-(trifluoromethyl)pyrimidine), ClC=1C=NN(C1)CC1=CC=C(C=C1)CB1OC(C(O1)(C)C)(C)C (4-chloro-1-(4-((4,4,5,5-tetramethyl-1,3,2-dioxaborolan-2-yl)methyl)benzyl)-1H-pyrazole), C(=O)([O-])[O-].[Na+].[Na+] (Na2CO3). Reagents/catalysts: C1=CC=C(C=C1)P([C-]2C=CC=C2)C3=CC=CC=C3.C1=CC=C(C=C1)P([C-]2C=CC=C2)C3=CC=CC=C3.Cl[Pd]Cl.[Fe+2] (Pd(dppf)Cl2). Solvent: O1CCOCC1 (dioxane), O (water). Reaction conditions: temperature 90 celsius, time 3 hour. The product is ClC=1C=NN(C1)CC1=CC=C(CC2=NC(=NC(=C2)C(F)(F)F)C2=CC(=CC=C2)Cl)C=C1 (4-(4-((4-Chloro-1H-pyrazol-1-yl)methyl)benzyl)-2-(3-chlorophenyl)-6-(trifluoromethyl)pyrimidine). The yield is 60.6%. Reaction SMILES: Cl[C:2]1[CH:7]=[C:6]([C:8]([F:11])([F:10])[F:9])[N:5]=[C:4]([C:12]2[CH:17]=[CH:16][CH:15]=[C:14]([Cl:18])[CH:13]=2)[N:3]=1.[Cl:19][C:20]1[CH:21]=[N:22][N:23]([CH2:25][C:26]2[CH:31]=[CH:30][C:29]([CH2:32]B3OC(C)(C)C(C)(C)O3)=[CH:28][CH:27]=2)[CH:24]=1.C([O-])([O-])=O.[Na+].[Na+]>O1CCOCC1.O.C1C=CC(P(C2C=CC=CC=2)[C-]2C=CC=C2)=CC=1.C1C=CC(P(C2C=CC=CC=2)[C-]2C=CC=C2)=CC=1.Cl[Pd]Cl.[Fe+2]>[Cl:19][C:20]1[CH:21]=[N:22][N:23]([CH2:25][C:26]2[CH:31]=[CH:30][C:29]([CH2:32][C:2]3[CH:7]=[C:6]([C:8]([F:11])([F:10])[F:9])[N:5]=[C:4]([C:12]4[CH:17]=[CH:16][CH:15]=[C:14]([Cl:18])[CH:13]=4)[N:3]=3)=[CH:28][CH:27]=2)[CH:24]=1 |f:2.3.4,7.8.9.10|. Reported procedure: A mixture of 4-chloro-2-(3-chlorophenyl)-6-(trifluoromethyl)pyrimidine (0.076 g, 0.26 mmol), 4-chloro-1-(4-((4,4,5,5-tetramethyl-1,3,2-dioxaborolan-2-yl)methyl)benzyl)-1H-pyrazole (0.129 g, 0.39 mmol), Pd(dppf)Cl2 (0.021 g, 0.03 mmol), and powdered Na2CO3 (0.082 g, 0.77 mmol) in dioxane (2 mL) and water (1 mL) was stirred under an argon atmosphere at 90° C. for 3 h. After this time, the mixture was cooled and filtered through celite with ethyl acetate washes. The filtrate was washed with brine (... The reactants are CCC#N, C=C(C)C(=O)OCC, CCN(C(C)C)C(C)C, Nc1ccc(Br)cn1, CC(=O)[O-], CC(=O)[O-], [Pd+2], Cc1ccccc1P(c1ccccc1C)c1ccccc1C. The product is CCOC(=O)C(C)=Cc1ccc(N)nc1. Reaction SMILES: [C:48](#[N:49])[CH2:50][CH3:51].[C:9]([C:10](=[CH2:11])[CH3:12])(=[O:13])[O:14][CH2:15][CH3:16].[CH:17]([N:18]([CH2:19][CH3:20])[CH:21]([CH3:22])[CH3:23])([CH3:24])[CH3:25].[NH2:1][c:2]1[n:3][cH:4][c:5]([Br:8])[cH:6][cH:7]1.[O-:53][C:54]([CH3:55])=[O:56].[O-:57][C:58]([CH3:59])=[O:60].[Pd+2:52].[c:26]1([CH3:27])[cH:28][cH:29][cH:30][cH:31][c:32]1[P:33]([c:34]1[cH:35][cH:36][cH:37][cH:38][c:39]1[CH3:40])[c:41]1[cH:42][cH:43][cH:44][cH:45][c:46]1[CH3:47]>>[NH2:1][c:2]1[n:3][cH:4][c:5]([CH:11]=[C:10]([C:9](=[O:13])[O:14][CH2:15][CH3:16])[CH3:12])[cH:6][cH:7]1.